This data is from the Open Reaction Database (ORD), a public repository of structured organic reaction records. The task is: describe an organic reaction: reactants, conditions, products, and yield The reactants are BrC=1C=C(C=CC1OC)CCNC1=NC=C(C=N1)CC (N-[2-(3-bromo-4-methoxyphenyl)ethyl]-5-ethylpyrimidin-2-amine), C(C)C1=CC=C(CBr)C=C1 (4-ethyl benzyl bromide). The product is BrC1=C(C=CC(=C1)CCN(C1=NC=C(C=N1)CC)CC1=CC=C(C=C1)CC)O (2-Bromo-4-{2-[(4-ethylbenzyl)(5-ethylpyrimidin-2-yl)amino]ethyl}phenol). RXN SMILES: [Br:1][C:2]1[CH:3]=[C:4]([CH2:10][CH2:11][NH:12][C:13]2[N:18]=[CH:17][C:16]([CH2:19][CH3:20])=[CH:15][N:14]=2)[CH:5]=[CH:6][C:7]=1[O:8]C.[CH2:21]([C:23]1[CH:30]=[CH:29][C:26]([CH2:27]Br)=[CH:25][CH:24]=1)[CH3:22]>>[Br:1][C:2]1[CH:3]=[C:4]([CH2:10][CH2:11][N:12]([CH2:27][C:26]2[CH:29]=[CH:30][C:23]([CH2:21][CH3:22])=[CH:24][CH:25]=2)[C:13]2[N:18]=[CH:17][C:16]([CH2:19][CH3:20])=[CH:15][N:14]=2)[CH:5]=[CH:6][C:7]=1[OH:8]. Reported procedure: Similarly prepared from N-[2-(3-bromo-4-methoxyphenyl)ethyl]-5-ethylpyrimidin-2-amine and 4-ethyl benzyl bromide.